This data is from the Open Reaction Database (ORD), a public repository of structured organic reaction records. The task is: describe an organic reaction: reactants, conditions, products, and yield Run in ClCCl (dichloromethane). Starting materials: C(C)(C)(C)OC(N(C1=CC=C(C=C1)C#N)CC=1C=NC(=C(C1CO)OCC1=CC(=CC=C1)C#N)C)=O ([5-(3-Cyano-benzyloxy)-4-hydroxymethyl-6-methyl-pyridin-3-ylmethyl]-(4-cyano-phenyl)-carbamic acid tert-butyl ester), COCCN(CCOC)S(F)(F)F (bis(2-methoxyethyl)aminosulfur trifluoride), C([O-])(O)=O.[Na+] (sodium bicarbonate). Yield: 84.9%. Run at time 2 hour. As a reaction SMILES: [C:1]([O:5][C:6](=[O:36])[N:7]([CH2:16][C:17]1[CH:18]=[N:19][C:20]([CH3:35])=[C:21]([O:25][CH2:26][C:27]2[CH:32]=[CH:31][CH:30]=[C:29]([C:33]#[N:34])[CH:28]=2)[C:22]=1[CH2:23]O)[C:8]1[CH:13]=[CH:12][C:11]([C:14]#[N:15])=[CH:10][CH:9]=1)([CH3:4])([CH3:3])[CH3:2].COCCN(S(F)(F)[F:47])CCOC.C(=O)(O)[O-].[Na+]>ClCCl>[C:1]([O:5][C:6](=[O:36])[N:7]([CH2:16][C:17]1[CH:18]=[N:19][C:20]([CH3:35])=[C:21]([O:25][CH2:26][C:27]2[CH:32]=[CH:31][CH:30]=[C:29]([C:33]#[N:34])[CH:28]=2)[C:22]=1[CH2:23][F:47])[C:8]1[CH:13]=[CH:12][C:11]([C:14]#[N:15])=[CH:10][CH:9]=1)([CH3:4])([CH3:3])[CH3:2] |f:2.3|. Yields the product C(C)(C)(C)OC(N(C1=CC=C(C=C1)C#N)CC=1C=NC(=C(C1CF)OCC1=CC(=CC=C1)C#N)C)=O ([5-(3-Cyano-benzyloxy)-4-fluoromethyl-6-methyl-pyridin-3-ylmethyl]-(4-cyano-phenyl)-carbamic acid tert-butyl ester). Procedure details: To a solution of [5-(3-cyano-benzyloxy)-4-hydroxymethyl-6-methyl-pyridin-3-ylmethyl]-(4-cyano-phenyl)-carbamic acid tert-butyl ester (106) (51.1 g, 0.10 mol) in dry dichloromethane (700 mL) was slowly added bis(2-methoxyethyl)aminosulfur trifluoride (39.7 g, 0.18 mol) at 0° C. under nitrogen atmosphere. The reaction was slowly warmed to room temperature and stirred for 2 hours. The reaction mixture was then poured into a cold solution of saturated aqueous sodium bicarbonate, and the crude produc... Reactants: COC1=CC=C(C(C2=CC=C(C=C2)OC)(C2=CC=CC=C2)OC[C@@H]2[C@H](C[C@@H](O2)N2C(=O)NC(=O)C(C)=C2)O)C=C1 (5′-O-(4,4′-dimethoxytrityl)thymidine), [Cl-].[N+](=O)([O-])C1=C(C=CC=C1)C(COC(=O)N1C=[N+](C=C1)C)C (N3-[2-(2-nitrophenyl)propoxycarbonyl]-N-methyl imidazolium chloride). Solvent: ClCCl (dichloromethane), ClCCl (dichloromethane). Conditions: temperature 0 celsius, time 8 hour. Product: [N+](=O)([O-])C1=C(C=CC=C1)C(COC(=O)O[C@H]1C[C@@H](O[C@@H]1CO)N1C(=O)NC(=O)C(C)=C1)C (3′-O-[2-(2-nitrophenyl)propoxycarbonyl]thymidine). Isolated yield 92.8%. RXN SMILES: COC1C=CC(C([O:22][CH2:23][C@H:24]2[O:28][C@@H:27]([N:29]3[CH:37]=[C:35]([CH3:36])[C:33](=[O:34])[NH:32][C:30]3=[O:31])[CH2:26][C@@H:25]2[OH:38])(C2C=CC=CC=2)C2C=CC(OC)=CC=2)=CC=1.[Cl-].[N+:42]([C:45]1[CH:50]=[CH:49][CH:48]=[CH:47][C:46]=1[CH:51]([CH3:62])[CH2:52][O:53][C:54](N1C=C[N+](C)=C1)=[O:55])([O-:44])=[O:43]>ClCCl>[N+:42]([C:45]1[CH:50]=[CH:49][CH:48]=[CH:47][C:46]=1[CH:51]([CH3:62])[CH2:52][O:53][C:54]([O:38][C@@H:25]1[C@@H:24]([CH2:23][OH:22])[O:28][C@@H:27]([N:29]2[CH:37]=[C:35]([CH3:36])[C:33](=[O:34])[NH:32][C:30]2=[O:31])[CH2:26]1)=[O:55])([O-:44])=[O:43] |f:1.2|. Reported procedure: A solution of 2 g 5′-O-(4,4′-dimethoxytrityl)thymidine (3) (3.67 mmol) in 20 ml dichloromethane is added dropwise at 0° C. to 1.2 equiv N3-[2-(2-nitrophenyl)propoxycarbonyl]-N-methylimidazolium chloride (2) (4.4 mmol) in 30 ml dichloromethane through a molecular sieve 4 Å within 10 minutes. The reaction mixture was stirred at 0° C. overnight, then extracted using 0.5% HCl (100 ml), dried via Na2SO4 and evaporated. 10% trichloroacetic acid (70 ml) in dichloromethane is added to the organic phase ... Starting materials: CC(C)C[Al](CC(C)C)c1ccccc1 (effective_coupling_partner), CCN(CC)C(=O)Oc2ccc1ccccc1c2 (substrate). Reagents/catalysts: PCy3. Conditions: temperature 25 celsius, time 24 hour. The product is c3ccc(c2ccc1ccccc1c2)cc3. The reactants are NC1=NN(C=C1)C(=O)OC(C)(C)C (1,1-Dimethylethyl 3-amino-1H-pyrazole-1-carboxylate), N1=CC=CC=C1 (pyridine), ClC(=C(C)C)N(C)C (1-Chloro-N,N,2-trimethyl-1-propenylamine), N1(CCC1)C(=O)C=1N=CC(=NC1)OC=1C=C(C(=O)O)C=C(C1)O[C@H](COC(F)F)C (3-{[5-(azetidin-1-ylcarbonyl)pyrazin-2-yl]oxy}-5-({(1S)-2-[(difluoromethyl)oxy]-1-methylethyl}oxy)benzoic acid). Run in C(C)(=O)OCC (ethyl acetate), C(Cl)Cl (DCM), O (water). Run at time 1 hour. Product: N1(CCC1)C(=O)C=1N=CC(=NC1)OC=1C=C(C=C(C1)O[C@H](COC(F)F)C)C(=O)NC1=NN(C=C1)C(=O)OC(C)(C)C (1,1-Dimethylethyl 3-({[3-{[5-(azetidin-1-ylcarbonyl)pyrazin-2-yl]oxy}-5-({(1S)-2-[(difluoromethyl)oxy]-1-methylethyl}oxy)phenyl]carbonyl}amino)-1H-pyrazole-1-carboxylate). Yield: 27.9%. RXN SMILES: ClC(N(C)C)=C(C)C.[N:9]1([C:13]([C:15]2[N:16]=[CH:17][C:18]([O:21][C:22]3[CH:23]=[C:24]([CH:28]=[C:29]([O:31][C@@H:32]([CH3:38])[CH2:33][O:34][CH:35]([F:37])[F:36])[CH:30]=3)[C:25](O)=[O:26])=[N:19][CH:20]=2)=[O:14])[CH2:12][CH2:11][CH2:10]1.[NH2:39][C:40]1[CH:44]=[CH:43][N:42]([C:45]([O:47][C:48]([CH3:51])([CH3:50])[CH3:49])=[O:46])[N:41]=1.N1C=CC=CC=1>C(Cl)Cl.O.C(OCC)(=O)C>[N:9]1([C:13]([C:15]2[N:16]=[CH:17][C:18]([O:21][C:22]3[CH:23]=[C:24]([C:25]([NH:39][C:40]4[CH:44]=[CH:43][N:42]([C:45]([O:47][C:48]([CH3:51])([CH3:50])[CH3:49])=[O:46])[N:41]=4)=[O:26])[CH:28]=[C:29]([O:31][C@@H:32]([CH3:38])[CH2:33][O:34][CH:35]([F:37])[F:36])[CH:30]=3)=[N:19][CH:20]=2)=[O:14])[CH2:10][CH2:11][CH2:12]1. Procedure: 1-Chloro-N,N,2-trimethyl-1-propenylamine (0.12 mL, 0.92 mmol) was added to a solution of 3-{[5-(azetidin-1-ylcarbonyl)pyrazin-2-yl]oxy}-5-({(1S)-2-[(difluoromethyl)oxy]-1-methylethyl}oxy)benzoic acid (0.26 g, 0.61 mmol) in DCM (8 mL) and stirred for 1 hour. 1,1-Dimethylethyl 3-amino-1H-pyrazole-1-carboxylate (169 mg, 0.92 mmol) then pyridine (0.1 mL, 1.23 mmol) were added and stirred for a further 20 hours. The reaction mixture was reduced in vacuo and ethyl acetate (50 mL) and water (50 mL) wer... Yields the product COc1cc(OC2CCOCC2)ccc1NC(=O)C1NC(CC(C)(C)C)C2(C(=O)Nc3cc(Cl)ccc32)C1c1cccc(Cl)c1F. RXN SMILES: [CH3:63][O:64][c:65]1[c:66]([NH2:78])[cH:67][cH:68][c:69]([O:71][CH:72]2[CH2:73][CH2:74][O:75][CH2:76][CH2:77]2)[cH:70]1.[CH:39]([N:40]([CH:41]([CH3:42])[CH3:43])[CH2:44][CH3:45])([CH3:46])[CH3:47].[Cl:8][c:9]1[cH:10][cH:11][c:12]2[c:16]([cH:17]1)[NH:15][C:14](=[O:18])[C:13]21[CH:19]([CH2:34][C:35]([CH3:36])([CH3:37])[CH3:38])[NH:20][CH:21]([C:31](=[O:32])[OH:33])[CH:22]1[c:23]1[c:24]([F:30])[c:25]([Cl:29])[cH:26][cH:27][cH:28]1.[F:1][C:2]([F:3])([F:4])[C:5]([OH:6])=[O:7].[c:48]1([P:49]([Cl:50])([c:51]2[cH:52][cH:53][cH:54][cH:55][cH:56]2)=[O:57])[cH:58][cH:59][cH:60][cH:61][cH:62]1>>[Cl:8][c:9]1[cH:10][cH:11][c:12]2[c:16]([cH:17]1)[NH:15][C:14](=[O:18])[C:13]21[CH:19]([CH2:34][C:35]([CH3:36])([CH3:37])[CH3:38])[NH:20][CH:21]([C:31](=[O:32])[NH:78][c:66]2[c:65]([O:64][CH3:63])[cH:70][c:69]([O:71][CH:72]3[CH2:73][CH2:74][O:75][CH2:76][CH2:77]3)[cH:68][cH:67]2)[CH:22]1[c:23]1[c:24]([F:30])[c:25]([Cl:29])[cH:26][cH:27][cH:28]1. The reactants are COc1cc(OC2CCOCC2)ccc1N, CCN(C(C)C)C(C)C, CC(C)(C)CC1NC(C(=O)O)C(c2cccc(Cl)c2F)C12C(=O)Nc1cc(Cl)ccc12, O=C(O)C(F)(F)F, O=P(Cl)(c1ccccc1)c1ccccc1.